This data is from the Open Reaction Database (ORD), a public repository of structured organic reaction records. The task is: describe an organic reaction: reactants, conditions, products, and yield Reactants: Cc1ccccc1, NC(=O)c1ccc(Cl)nc1, O=C(N1CCc2ccc(O)cc2CC1)C(F)(F)F, [K+], [K+], O=C([O-])[O-], CN(C)C=O. Yields the product NC(=O)c1ccc(Oc2ccc3c(c2)CCN(C(=O)C(F)(F)F)CC3)nc1. RXN SMILES: [CH3:35][c:36]1[cH:37][cH:38][cH:39][cH:40][cH:41]1.[Cl:19][c:20]1[n:21][cH:22][c:23]([C:24](=[O:25])[NH2:26])[cH:27][cH:28]1.[F:1][C:2]([C:3](=[O:4])[N:5]1[CH2:6][CH2:7][c:8]2[c:9]([cH:12][c:13]([OH:16])[cH:14][cH:15]2)[CH2:10][CH2:11]1)([F:17])[F:18].[K+:29].[K+:30].[O-:31][C:32]([O-:33])=[O:34].[O:42]=[CH:43][N:44]([CH3:45])[CH3:46]>>[F:1][C:2]([C:3](=[O:4])[N:5]1[CH2:6][CH2:7][c:8]2[c:9]([cH:12][c:13]([O:16][c:20]3[n:21][cH:22][c:23]([C:24](=[O:25])[NH2:26])[cH:27][cH:28]3)[cH:14][cH:15]2)[CH2:10][CH2:11]1)([F:17])[F:18].